Task: describe an organic reaction: reactants, conditions, products, and yield. Dataset: the Open Reaction Database (ORD), a public repository of structured organic reaction records The reactants are CC(=O)[O-], CCO, OCCCCCCCCCC(I)CC(F)(F)C(F)(F)F, [Na+]. Yields the product OCCCCCCCCCCCC(F)(F)C(F)(F)F. RXN SMILES: [CH3:22][C:23](=[O:24])[O-:25].[CH3:26][CH2:27][OH:28].[I:1][CH:2]([CH2:3][CH2:4][CH2:5][CH2:6][CH2:7][CH2:8][CH2:9][CH2:10][CH2:11][OH:12])[CH2:13][C:14]([C:15]([F:16])([F:17])[F:18])([F:19])[F:20].[Na+:21]>>[CH2:2]([CH2:3][CH2:4][CH2:5][CH2:6][CH2:7][CH2:8][CH2:9][CH2:10][CH2:11][OH:12])[CH2:13][C:14]([C:15]([F:16])([F:17])[F:18])([F:19])[F:20]. The reactants are Cl.FC1=CC=C(CC2CCNCC2)C=C1 (4-(4-fluorobenzyl)piperidine hydrochloride), C(C1=CC=CC=C1)OC1=C(OCCBr)C=CC=C1 (2-(2-benzyloxyphenoxy)ethyl bromide), C([O-])([O-])=O.[K+].[K+] (potassium carbonate), solid. The product is Cl.FC1=CC=C(CC2CCN(CC2)CCOC2=C(C=CC=C2)O)C=C1 (4-(4-Fluorobenzyl)-1-[2-(2-hydroxyphenoxy)ethyl]piperidine hydrochloride). As a reaction SMILES: [ClH:1].[F:2][C:3]1[CH:15]=[CH:14][C:6]([CH2:7][CH:8]2[CH2:13][CH2:12][NH:11][CH2:10][CH2:9]2)=[CH:5][CH:4]=1.[CH2:16]([O:23][C:24]1[CH:33]=[CH:32][CH:31]=[CH:30][C:25]=1[O:26]CCBr)[C:17]1C=CC=CC=1.C(=O)([O-])[O-].[K+].[K+]>>[ClH:1].[F:2][C:3]1[CH:4]=[CH:5][C:6]([CH2:7][CH:8]2[CH2:9][CH2:10][N:11]([CH2:17][CH2:16][O:23][C:24]3[CH:33]=[CH:32][CH:31]=[CH:30][C:25]=3[OH:26])[CH2:12][CH2:13]2)=[CH:14][CH:15]=1 |f:0.1,3.4.5,6.7|. Reported procedure: The title compound was prepared from 4-(4-fluorobenzyl)piperidine hydrochloride (298 mg, 1.30 mmol), 2-(2-benzyloxyphenoxy)ethyl bromide (399 mg, 1.3 mmol) and potassium carbonate (449 mg, 3.2 mmol) in two steps as white-off solid (240 mg): mp 233-235° C. (dec.). 1H NMR (CD3OD) 1.532 (m, 2 H), 1.848 (d, J=13.2 Hz, 3 H), 2.571 (d, J=6.3 Hz, 2 H), 3.0 (m, 2 H), 3.483 (m, 2 H), 3.603 (d, J=10.5 Hz, 2 H), 4.262 (t, J=5.1 Hz, 2 H), 6.752-6.825 (m, 3 H), 6.909-6.986 (m, 3 H), 7.126-7.173 (m, 2 H). The reactants are CC(C)(C)OC(=O)N1CCC2C(C1)c1cc(Br)cc3c1N2CC3, CC(C)Oc1ccc(B(O)O)c(C(F)(F)F)c1. Yields the product CC(C)Oc1ccc(-c2cc3c4c(c2)C2CN(C(=O)OC(C)(C)C)CCC2N4CC3)c(C(F)(F)F)c1. Reaction SMILES: [Br:1][c:2]1[cH:3][c:4]2[c:8]3[c:9]([cH:10]1)[CH2:11][CH2:12][N:7]3[CH:6]1[CH:5]2[CH2:16][N:15]([C:17](=[O:18])[O:19][C:20]([CH3:21])([CH3:22])[CH3:23])[CH2:14][CH2:13]1.[CH:24]([CH3:25])([CH3:26])[O:27][c:28]1[cH:29][c:30]([C:37]([F:38])([F:39])[F:40])[c:31]([B:34]([OH:35])[OH:36])[cH:32][cH:33]1>>[c:2]1(-[c:31]2[c:30]([C:37]([F:38])([F:39])[F:40])[cH:29][c:28]([O:27][CH:24]([CH3:25])[CH3:26])[cH:33][cH:32]2)[cH:3][c:4]2[c:8]3[c:9]([cH:10]1)[CH2:11][CH2:12][N:7]3[CH:6]1[CH:5]2[CH2:16][N:15]([C:17](=[O:18])[O:19][C:20]([CH3:21])([CH3:22])[CH3:23])[CH2:14][CH2:13]1. Isolated yield 76.2%. Run at temperature 100 celsius, time 16 hour. Yields the product COCCOCCOCCN1C=NC=C1 (1-[2-[2-(2-methoxyethoxy)ethoxy]ethyl]-1H-imidazole). Solvent: C(C)(=O)OCC (ethyl acetate). RXN SMILES: [NH:1]1[CH:5]=[CH:4][N:3]=[CH:2]1.C1(C)C=CC(S(O[CH2:16][CH2:17][O:18][CH2:19][CH2:20][O:21][CH2:22][CH2:23][O:24][CH3:25])(=O)=O)=CC=1.C(=O)([O-])[O-].[K+].[K+].CN(C)C=O>C(OCC)(=O)C>[CH3:25][O:24][CH2:23][CH2:22][O:21][CH2:20][CH2:19][O:18][CH2:17][CH2:16][N:1]1[CH:5]=[CH:4][N:3]=[CH:2]1 |f:2.3.4|. Procedure details: In a nitrogen atmosphere, a mixture of 68.0 g of imidazole, 318 g of 2-[2-(2-methoxyethoxy)ethoxy]ethyl p-toluenesulfonate, 276 g of potassium carbonate, and 1,000 g of N,N-dimethylformamide was heated and stirred at 100° C. for 16 hours. To the reaction solution was added ethyl acetate. The precipitate was filtered off, after which the solvent was distilled off in vacuo. The residue was purified by distillation in vacuo, obtaining 163 g of 1-[2-[2-(2-methoxyethoxy)ethoxy]ethyl]-1H-imidazole (bo... Starting materials: N1C=NC=C1 (imidazole), C1(=CC=C(C=C1)S(=O)(=O)OCCOCCOCCOC)C (2-[2-(2-methoxyethoxy)ethoxy]ethyl p-toluenesulfonate), C([O-])([O-])=O.[K+].[K+] (potassium carbonate), CN(C=O)C (N,N-dimethylformamide). Reactants: COC(=O)Cc1cccc(CC(=O)OC)c1[N+](=O)[O-], CO, [H][H], C1CCOC1. Yields the product COC(=O)Cc1cccc2c1NC(=O)C2. Reaction SMILES: [CH3:1][O:2][C:3]([CH2:4][c:5]1[c:6]([N+:16]([O-:17])=[O:18])[c:7]([CH2:11][C:12](=[O:13])[O:14][CH3:15])[cH:8][cH:9][cH:10]1)=[O:19].[CH3:27][OH:28].[H:20][H:21].[O:22]1[CH2:23][CH2:24][CH2:25][CH2:26]1>>[CH3:1][O:2][C:3]([CH2:4][c:5]1[c:6]2[c:7]([cH:8][cH:9][cH:10]1)[CH2:11][C:12](=[O:13])[NH:16]2)=[O:19]. Starting materials: ClC1=CC=C(C(=O)C(CC)N2N=CN(C2=O)C=2C=NC(=CC2)N2CCNCC2)C=C1 ((±)-2-[1-(4-chlorobenzoyl)propyl]-2,4-dihydro-4-[6-(1-piperazinyl)-3-pyridinyl]-3H-1,2,4-triazol-3-one), BrC1=NC(=CC(=C1)C)C (2-bromo-4,6-dimethylpyridine). Run in C(Cl)Cl (CH2Cl2). Conditions: temperature 140 celsius. Product: ClC1=CC=C(C(=O)C(CC)N2N=CN(C2=O)C=2C=NC(=CC2)N2CCN(CC2)C2=NC(=CC(=C2)C)C)C=C1 ((±)-2-[1-(4-chlorobenzoyl)propyl]-4-[6-[4-(4,6-dimethyl-2-pyridinyl)-1-piperazinyl]-3-pyridinyl]-2,4-dihydro-3H-1,2,4-triazol-3-one). The yield is 48.0%. As a reaction SMILES: [Cl:1][C:2]1[CH:30]=[CH:29][C:5]([C:6]([CH:8]([N:11]2[C:15](=[O:16])[N:14]([C:17]3[CH:18]=[N:19][C:20]([N:23]4[CH2:28][CH2:27][NH:26][CH2:25][CH2:24]4)=[CH:21][CH:22]=3)[CH:13]=[N:12]2)[CH2:9][CH3:10])=[O:7])=[CH:4][CH:3]=1.Br[C:32]1[CH:37]=[C:36]([CH3:38])[CH:35]=[C:34]([CH3:39])[N:33]=1>C(Cl)Cl>[Cl:1][C:2]1[CH:30]=[CH:29][C:5]([C:6]([CH:8]([N:11]2[C:15](=[O:16])[N:14]([C:17]3[CH:18]=[N:19][C:20]([N:23]4[CH2:24][CH2:25][N:26]([C:32]5[CH:37]=[C:36]([CH3:38])[CH:35]=[C:34]([CH3:39])[N:33]=5)[CH2:27][CH2:28]4)=[CH:21][CH:22]=3)[CH:13]=[N:12]2)[CH2:9][CH3:10])=[O:7])=[CH:4][CH:3]=1. Procedure details: (±)-2-[1-(4-chlorobenzoyl)propyl]-2,4-dihydro-4-[6-(1-piperazinyl)-3-pyridinyl]-3H-1,2,4-triazol-3-one (6.02 g) and 2-bromo-4,6-dimethylpyridine (5.25 g) were stirred and heated under N2 at 140° C. for 2 days. The mixture was dissolved in CH2Cl2 and purified on a glass filter over silica gel (eluent: CH2Cl2 /CH3OH 100/0 to 97/3). The pure fractions were collected and evaporated, yielding 3.6 g (48%) of (±)-2-[1-(4-chlorobenzoyl)propyl]-4-[6-[4-(4,6-dimethyl-2-pyridinyl)-1-piperazinyl]-3-pyridiny... The reactants are O=C([O-])[O-], COS(=O)(=O)OC, COc1cc(Cl)cc(C=O)c1O, [K+], [K+], CN(C)C=O, O. Product: COc1cc(Cl)cc(C=O)c1OC. Reaction SMILES: [C:18](=[O:19])([O-:20])[O-:21].[CH3:24][O:25][S:26]([O:27][CH3:28])(=[O:29])=[O:30].[Cl:1][c:2]1[cH:3][c:4]([O:11][CH3:12])[c:5]([OH:10])[c:6]([CH:7]=[O:8])[cH:9]1.[K+:22].[K+:23].[O:13]=[CH:14][N:15]([CH3:16])[CH3:17].[OH2:31]>>[Cl:1][c:2]1[cH:3][c:4]([O:11][CH3:12])[c:5]([O:10][CH3:14])[c:6]([CH:7]=[O:8])[cH:9]1. Starting materials: C1(=CC=CC=C1)PC1=CC=CC=C1 (diphenylphosphine), ClC\C=C\1/C([C@H](C[C@H](C1)O[Si](C1=CC=CC=C1)(C1=CC=CC=C1)C(C)(C)C)O[Si](C1=CC=CC=C1)(C1=CC=CC=C1)C(C)(C)C)=C ((Z)-(3S,5S)-1-(2-chloroethylidene)-3,5-bis-(tert-butyl-diphenyl-silanyloxy)-2-methylenecyclohexane), C1CCOC1 (THF), C1CCOC1 (THF), [Li]CCCC (nBuLi). Solvent: O (water). Reaction conditions: time 75 minute. Yields the product C(C)(C)(C)[Si](O[C@@H]1C(\C(\C[C@@H](C1)O[Si](C1=CC=CC=C1)(C1=CC=CC=C1)C(C)(C)C)=C/CP(C1=CC=CC=C1)(C1=CC=CC=C1)=O)=C)(C1=CC=CC=C1)C1=CC=CC=C1 ((Z)-(3S,5S)-[2[-3,5-bis-(tert-butyl-diphenyl-silanyloxy)-2-methylenecyclohexylidene]-ethyl]-diphenyl-phosphine oxide). Reaction SMILES: [C:1]1([PH:7][C:8]2[CH:13]=[CH:12][CH:11]=[CH:10][CH:9]=2)[CH:6]=[CH:5][CH:4]=[CH:3][CH:2]=1.C1C[O:17]CC1.[Li]CCCC.Cl[CH2:25]/[CH:26]=[C:27]1\[C:28](=[CH2:69])[C@@H:29]([O:51][Si:52]([C:65]([CH3:68])([CH3:67])[CH3:66])([C:59]2[CH:64]=[CH:63][CH:62]=[CH:61][CH:60]=2)[C:53]2[CH:58]=[CH:57][CH:56]=[CH:55][CH:54]=2)[CH2:30][C@@H:31]([O:33][Si:34]([C:47]([CH3:50])([CH3:49])[CH3:48])([C:41]2[CH:46]=[CH:45][CH:44]=[CH:43][CH:42]=2)[C:35]2[CH:40]=[CH:39][CH:38]=[CH:37][CH:36]=2)[CH2:32]\1>O>[C:65]([Si:52]([C:53]1[CH:54]=[CH:55][CH:56]=[CH:57][CH:58]=1)([C:59]1[CH:60]=[CH:61][CH:62]=[CH:63][CH:64]=1)[O:51][C@H:29]1[CH2:30][C@@H:31]([O:33][Si:34]([C:47]([CH3:48])([CH3:49])[CH3:50])([C:41]2[CH:46]=[CH:45][CH:44]=[CH:43][CH:42]=2)[C:35]2[CH:36]=[CH:37][CH:38]=[CH:39][CH:40]=2)[CH2:32]/[C:27](=[CH:26]/[CH2:25][P:7](=[O:17])([C:1]2[CH:2]=[CH:3][CH:4]=[CH:5][CH:6]=2)[C:8]2[CH:9]=[CH:10][CH:11]=[CH:12][CH:13]=2)/[C:28]1=[CH2:69])([CH3:66])([CH3:67])[CH3:68]. Procedure: 847 μl (10.2 mmol) of diphenylphosphine in 16 ml of abs. THF was deprotonated at -10° with 3.05 ml nBuLi (1.5 M, hexane). The solution was then cooled to -75° and 2.76 g (4.15 mmol) of (Z)-(3S,5S)-1-(2-chloroethylidene)-3,5-bis-(tert-butyl-diphenyl-silanyloxy)-2-methylenecyclohexane, dissolved in 16 ml of abs. THF, was added dropwise. 10 Minutes later, 190 μl of water was injected and the reaction mixture allowed to reach room temperature. All solvents were then removed i.V., the residue taken u... The reactants are C1CCOC1, C[Si](C)(C)[N-][Si](C)(C)C, Nc1ccc(Cl)nc1, COc1ccc(CN(Cc2ccc(OC)cc2)c2nc(C)nc(-c3cc(C(C)N4CCN(S(C)(=O)=O)CC4)cnc3F)n2)cc1, [Na+]. Product: COc1ccc(CN(Cc2ccc(OC)cc2)c2nc(C)nc(-c3cc(C(C)N4CCN(S(C)(=O)=O)CC4)cnc3Nc3ccc(Cl)nc3)n2)cc1. Reaction SMILES: [CH2:64]1[O:65][CH2:66][CH2:67][CH2:68]1.[CH3:1][Si:2]([N-:3][Si:4]([CH3:5])([CH3:6])[CH3:7])([CH3:8])[CH3:9].[Cl:56][c:57]1[cH:58][cH:59][c:60]([NH2:63])[cH:61][n:62]1.[F:11][c:12]1[n:13][cH:14][c:15]([CH:44]([CH3:45])[N:46]2[CH2:47][CH2:48][N:49]([S:52](=[O:53])(=[O:54])[CH3:55])[CH2:50][CH2:51]2)[cH:16][c:17]1-[c:18]1[n:19][c:20]([N:25]([CH2:26][c:27]2[cH:28][cH:29][c:30]([O:33][CH3:34])[cH:31][cH:32]2)[CH2:35][c:36]2[cH:37][cH:38][c:39]([O:42][CH3:43])[cH:40][cH:41]2)[n:21][c:22]([CH3:24])[n:23]1.[Na+:10]>>[c:12]1([NH:63][c:60]2[cH:59][cH:58][c:57]([Cl:56])[n:62][cH:61]2)[n:13][cH:14][c:15]([CH:44]([CH3:45])[N:46]2[CH2:47][CH2:48][N:49]([S:52](=[O:53])(=[O:54])[CH3:55])[CH2:50][CH2:51]2)[cH:16][c:17]1-[c:18]1[n:19][c:20]([N:25]([CH2:26][c:27]2[cH:28][cH:29][c:30]([O:33][CH3:34])[cH:31][cH:32]2)[CH2:35][c:36]2[cH:37][cH:38][c:39]([O:42][CH3:43])[cH:40][cH:41]2)[n:21][c:22]([CH3:24])[n:23]1. Starting materials: Teflon, CC1=C2[C@H](C(=O)[C@@]3([C@H](C[C@@H]4[C@]([C@H]3[C@@H]([C@@](C2(C)C)(C[C@@H]1OC(=O)[C@@H]([C@H](C=5C=CC=CC5)NC(=O)C=6C=CC=CC6)O)O)OC(=O)C=7C=CC=CC7)(CO4)OC(=O)C)O)C)OC(=O)C (Paclitaxel), C[C@@H]1CCC[C@@]2([C@@H]1C[C@@H]3CC[C@H]([C@@H](C3(C)C)CC2)C)C (taxane), [Al] (aluminum), CC1=C2[C@H](C(=O)[C@@]3([C@H](C[C@@H]4[C@]([C@H]3[C@@H]([C@@](C2(C)C)(C[C@@H]1OC(=O)[C@@H]([C@H](C=5C=CC=CC5)NC(=O)C=6C=CC=CC6)O)O)OC(=O)C=7C=CC=CC7)(CO4)OC(=O)C)O)C)OC(=O)C (paclitaxel). Run at temperature 70 celsius. Yields the product CC1=C2[C@H](C(=O)[C@@]3([C@H](C[C@@H]4[C@]([C@H]3[C@@H]([C@@](C2(C)C)(C[C@@H]1O)O)OC(=O)C=5C=CC=CC5)(CO4)OC(=O)C)O)C)OC(=O)C (baccatin III), ethyl ester. As a reaction SMILES: [CH3:1][C:2]1[C@@H:19]([O:20]C([C@H](O)[C@@H](NC(C2C=CC=CC=2)=O)C2C=CC=CC=2)=O)[CH2:18][C@:14]2([OH:41])[C:15]([CH3:17])([CH3:16])[C:3]=1[C@@H:4]([O:59][C:60]([CH3:62])=[O:61])[C:5]([C@@:7]1([CH3:58])[C@H:12]([C@@H:13]2[O:42][C:43]([C:45]2[CH:46]=[CH:47][CH:48]=[CH:49][CH:50]=2)=[O:44])[C@:11]2([O:53][C:54]([CH3:56])=[O:55])[CH2:51][O:52][C@@H:10]2[CH2:9][C@@H:8]1[OH:57])=[O:6].C[C@H]1[C@H]2C[C@H]3C(C)(C)[C@@H](CC[C@]2(C)CCC1)[C@H](C)CC3.[Al]>>[CH3:1][C:2]1[C@@H:19]([OH:20])[CH2:18][C@:14]2([OH:41])[C:15]([CH3:16])([CH3:17])[C:3]=1[C@@H:4]([O:59][C:60]([CH3:62])=[O:61])[C:5]([C@@:7]1([CH3:58])[C@H:12]([C@@H:13]2[O:42][C:43]([C:45]2[CH:46]=[CH:47][CH:48]=[CH:49][CH:50]=2)=[O:44])[C@:11]2([O:53][C:54]([CH3:56])=[O:55])[CH2:51][O:52][C@@H:10]2[CH2:9][C@@H:8]1[OH:57])=[O:6]. Procedure: Paclitaxel and many taxane analogs degrade in ethanolic solutions to which surfactants like Cremophor have been added. Typically, a shelf life of the formulation is analytically determined after storing the formulation at elevated temperatures for 40° C. over days or months. In the present case, the room temperature stability of the compositions of the invention was estimated by employing the following procedure. Five mL of the formulation was transferred to a 5 mL vials, each vial stoppered wit...